The task is: describe an organic reaction: reactants, conditions, products, and yield. This data is from the Open Reaction Database (ORD), a public repository of structured organic reaction records. Run in CO (methanol). Isolated yield 91.5%. The product is C(C=C(C)C)C1=CC=C(C=C1)C(C)O (1-(p-prenylphenyl)-ethanol). RXN SMILES: [CH2:1]([C:6]1[CH:11]=[CH:10][C:9]([C:12](=[O:14])[CH3:13])=[CH:8][CH:7]=1)[CH:2]=[C:3]([CH3:5])[CH3:4].[BH4-].[Na+].O>CO>[CH2:1]([C:6]1[CH:7]=[CH:8][C:9]([CH:12]([OH:14])[CH3:13])=[CH:10][CH:11]=1)[CH:2]=[C:3]([CH3:5])[CH3:4] |f:1.2|. The reactants are C(C=C(C)C)C1=CC=C(C=C1)C(C)=O (p-prenylacetophenone), [BH4-].[Na+] (sodium borohydride), O (water). Reported procedure: To a solution of 20.0 g of p-prenylacetophenone in 200 ml of methanol, 1.5 g of sodium borohydride was added at 20° C. with stirring. After stirring for 4 hours, 300 ml of water was added, the resulting solution was extracted with ethyl ether. The extract was washed with water, dried, concentrated and distilled to give 18.5 g of 1-(p-prenylphenyl)-ethanol, b.p. 107-108 °C/0.30 mmHg. Reactants: O[C@]1(C[C@@H](CCC1)C)CNC(=O)C=1C=2C=CC(=NC2C=CC1Cl)Cl (2,6-dichloro-quinoline-5-carboxylic acid ((1R,3R)-1-hydroxy-3methyl-cyclohexylmethyl)-amide), CCN(C(C)C)C(C)C (DIPEA), OC(C)C1CNCC1 (3-(1-hydroxyethyl)-pyrrolidine). The product is O[C@]1(C[C@@H](CCC1)C)CNC(=O)C=1C=2C=CC(=NC2C=CC1Cl)N1CC(CC1)C(C)O (6-Chloro-2-(3-(1-hydroxyethyl)-pyrrolidin-1-yl)-quinoline-5-carboxylic acid ((1R,3R)-1-hydroxy-3-methyl-cyclohexylmethyl)-amide). RXN SMILES: [OH:1][C@:2]1([CH2:9][NH:10][C:11]([C:13]2[C:14]3[CH:15]=[CH:16][C:17](Cl)=[N:18][C:19]=3[CH:20]=[CH:21][C:22]=2[Cl:23])=[O:12])[CH2:7][CH2:6][CH2:5][C@@H:4]([CH3:8])[CH2:3]1.CCN(C(C)C)C(C)C.[OH:34][CH:35]([CH:37]1[CH2:41][CH2:40][NH:39][CH2:38]1)[CH3:36]>>[OH:1][C@:2]1([CH2:9][NH:10][C:11]([C:13]2[C:14]3[CH:15]=[CH:16][C:17]([N:39]4[CH2:40][CH2:41][CH:37]([CH:35]([OH:34])[CH3:36])[CH2:38]4)=[N:18][C:19]=3[CH:20]=[CH:21][C:22]=2[Cl:23])=[O:12])[CH2:7][CH2:6][CH2:5][C@@H:4]([CH3:8])[CH2:3]1. Procedure details: The title compound was synthesized according to the procedure described in example 1 using 2,6-dichloro-quinoline-5-carboxylic acid ((1R,3R)-1-hydroxy-3methyl-cyclohexylmethyl)-amide, DIPEA and 3-(1-hydroxyethyl)-pyrrolidine. 1H NMR (400 MHz, DMSO-d6) δ ppm 8.75 (1H), 7.85 (m, 1H), 7.58 (2H), 7.05 (1H), 4.69 (m, 1H), 4.16 (s, 1H), 3.89 (m, 1H), 3.70 (m, 2H), 3.55 (m, 1H), 3.26 (m, 2H), 2.44 (m, 2H), 2.06 (m, 2H), 1.85 (m, 2H), 1.74-1.76 (m, 5H), 1.15 (m, 3H), 1.03 (m, 1H), 0.83 (d, 3H), 0.74 (m,... The reactants are C(C1=CC=CC=C1)OC(=O)C(=COCC)C#N (1-(benzyloxycarbonyl)-1-cyano-2-ethoxyethylene), C(C)I (Ethyl iodide), [O-]CC.[Na+] (sodium ethoxide), [Na] (sodium), [Br-].NC1=[N+](C=CC=C1C)CC(=O)OCC (2-amino-1-(ethoxycarbonylmethyl)-3-methylpyridinium bromide). The solvent is CN(C=O)C (DMF), C(C)O (ethanol). Run at time 30 minute. Yields the product C(C1=CC=CC=C1)OC(=O)C(=CC1=C(N=C2N1C=CC=C2C)OCC)C#N (3-[2-(Benzyloxycarbonyl)-2-cyanovinyl]-2-ethoxy-8-methylimidazo[1,2-a]pyridine). Isolated yield 43.4%. Reaction SMILES: [O-]CC.[Na+].[Na].[Br-].[NH2:7][C:8]1[C:13]([CH3:14])=[CH:12][CH:11]=[CH:10][N+:9]=1[CH2:15][C:16]([O:18][CH2:19][CH3:20])=O.[CH2:21]([O:28][C:29]([C:31]([C:36]#[N:37])=[CH:32]OCC)=[O:30])[C:22]1[CH:27]=[CH:26][CH:25]=[CH:24][CH:23]=1.C(I)C>C(O)C.CN(C)C=O>[CH2:21]([O:28][C:29]([C:31]([C:36]#[N:37])=[CH:32][C:15]1[N:9]2[CH:10]=[CH:11][CH:12]=[C:13]([CH3:14])[C:8]2=[N:7][C:16]=1[O:18][CH2:19][CH3:20])=[O:30])[C:22]1[CH:27]=[CH:26][CH:25]=[CH:24][CH:23]=1 |f:0.1,3.4,^1:4|. Procedure: To a stirred sodium ethoxide solution, freshly prepared with 140 mg of sodium in 30 ml of absolute ethanol, was added 850 mg (3 mmol) of 2-amino-1-(ethoxycarbonylmethyl)-3-methylpyridinium bromide, then the mixture was stirred for 30 min at room temperature. The reaction mixture was treated with 1-(benzyloxycarbonyl)-1-cyano-2-ethoxyethylene (710 mg; 3 mmol) followed by stirred for 30 min at room temperature. The resultant precipitates were collected by filtration, dried, then dissolved in 8 ml ... Reactants: [H-].[Na+] (sodium hydride), C(C)I (ethyl iodide), CN(C=O)C (dimethylformamide), [N+](=O)([O-])C1=C(NOC)C(=CC(=C1)C(F)(F)F)[N+](=O)[O-] (2,6-Dinitro-N-methoxy-α,α,α-trifluoro-p-toluidine). The solvent is CCOCC (ether). Reaction conditions: time 30 minute. Product: [N+](=O)([O-])C1=C(N(OC)CC)C(=CC(=C1)C(F)(F)F)[N+](=O)[O-] (2,6-Dinitro-N-ethyl-N-methoxy-α,α,α-trifluoro-p-toluidine). As a reaction SMILES: [H-].[Na+].CN(C)C=O.[N+:8]([C:11]1[CH:19]=[C:18]([C:20]([F:23])([F:22])[F:21])[CH:17]=[C:16]([N+:24]([O-:26])=[O:25])[C:12]=1[NH:13][O:14][CH3:15])([O-:10])=[O:9].[CH2:27](I)[CH3:28]>CCOCC>[N+:8]([C:11]1[CH:19]=[C:18]([C:20]([F:21])([F:22])[F:23])[CH:17]=[C:16]([N+:24]([O-:26])=[O:25])[C:12]=1[N:13]([CH2:27][CH3:28])[O:14][CH3:15])([O-:10])=[O:9] |f:0.1|. Reported procedure: To 0.017 mole of sodium hydride, obtained from 0.82 g. of a 50% dispersion of sodium hydride in mineral oil, was added 50 ml. of dimethylformamide. To the mixture there was added 5.0 g. (0.018 mole) of 2,6-dinitro-N-methoxy-α,α,α-trifluoro-p-toluidine (Example 5), and the mixture was heated for about 45 minutes at temperatures up to about 65° C. The reaction mixture was then cooled to room temperature and there was added thereto, dropwise, 5.3 g. (0.034 mole) of ethyl iodide. The mixture was all... Starting materials: COC1=C(C=CC=C1)/C(=C/C=C/C(=O)O)/C1=CC=C(C=C1)OC ((E,E)-5-(2-methoxyphenyl)-5-(4-methoxyphenyl)-2,4-pentadienoic acid), [N+](=O)([O-])C1=CC=C(C=C1)O (4-nitrophenol), C1(CCCCC1)N=C=NC1CCCCC1 (1,3-dicyclohexylcarbodiimide). The solvent is ClCCl (dichloromethane). Conditions: time 2 hour. Yields the product [N+](=O)([O-])C1=CC=C(C=C1)OC(\C=C\C=C(/C1=CC=C(C=C1)OC)\C1=C(C=CC=C1)OC)=O ((E,E)-5-(2-methoxyphenyl)-5-(4-methoxyphenyl)-2,4-pentadienoic acid 4-nitrophenyl ester). Yield: 63.5%. Reaction SMILES: [CH3:1][O:2][C:3]1[CH:8]=[CH:7][CH:6]=[CH:5][C:4]=1/[C:9](/[C:16]1[CH:21]=[CH:20][C:19]([O:22][CH3:23])=[CH:18][CH:17]=1)=[CH:10]/[CH:11]=[CH:12]/[C:13]([OH:15])=[O:14].[N+:24]([C:27]1[CH:32]=[CH:31][C:30](O)=[CH:29][CH:28]=1)([O-:26])=[O:25].C1(N=C=NC2CCCCC2)CCCCC1>ClCCl>[N+:24]([C:27]1[CH:32]=[CH:31][C:30]([O:14][C:13](=[O:15])/[CH:12]=[CH:11]/[CH:10]=[C:9](/[C:4]2[CH:5]=[CH:6][CH:7]=[CH:8][C:3]=2[O:2][CH3:1])\[C:16]2[CH:17]=[CH:18][C:19]([O:22][CH3:23])=[CH:20][CH:21]=2)=[CH:29][CH:28]=1)([O-:26])=[O:25]. Procedure: As in Example 115, (E,E)-5-(2-methoxyphenyl)-5-(4-methoxyphenyl)-2,4-pentadienoic acid (3.4 g) and 4-nitrophenol (1.8 g) in 25 mL of dichloromethane was treated with 1,3-dicyclohexylcarbodiimide (2.27 g). The mixture was stirred at room temperature for 2 hours. After the usual work up, the ester was crystallized from 2-propanol to yield 3.0 g of (E,E)-5-(2-methoxyphenyl)-5-(4-methoxyphenyl)-2,4-pentadienoic acid 4-nitrophenyl ester, mp 149°-150° C.